From a dataset of the Open Reaction Database (ORD), a public repository of structured organic reaction records. describe an organic reaction: reactants, conditions, products, and yield Reactants: CC(C)c1nc(C(=O)N2CCOC3(CCN(Cc4cc(CCO)ccc4Cl)CC3)C2)cs1, ClCCl, O=C(O)C(F)(F)F. The product is CC(C)c1nc(C(=O)N2CCOC3(CCN(Cc4cc(CC=O)ccc4Cl)CC3)C2)cs1. RXN SMILES: [Cl:1][c:2]1[c:3]([CH2:4][N:5]2[CH2:6][CH2:7][C:8]3([CH2:9][N:10]([C:14](=[O:15])[c:16]4[n:17][c:18]([CH:21]([CH3:22])[CH3:23])[s:19][cH:20]4)[CH2:11][CH2:12][O:13]3)[CH2:24][CH2:25]2)[cH:26][c:27]([CH2:30][CH2:31][OH:32])[cH:28][cH:29]1.[Cl:40][CH2:41][Cl:42].[OH:33][C:34]([C:35]([F:36])([F:37])[F:38])=[O:39]>>[Cl:1][c:2]1[c:3]([CH2:4][N:5]2[CH2:6][CH2:7][C:8]3([CH2:9][N:10]([C:14](=[O:15])[c:16]4[n:17][c:18]([CH:21]([CH3:22])[CH3:23])[s:19][cH:20]4)[CH2:11][CH2:12][O:13]3)[CH2:24][CH2:25]2)[cH:26][c:27]([CH2:30][CH:31]=[O:32])[cH:28][cH:29]1. Starting materials: CC(C)(C)O, Cc1ccccc1, O=C=Nc1ccc(F)c(F)c1. The product is CC(C)(C)OC(=O)Nc1ccc(F)c(F)c1. As a reaction SMILES: [C:19]([CH3:20])([CH3:21])([CH3:22])[OH:23].[CH3:12][c:13]1[cH:14][cH:15][cH:16][cH:17][cH:18]1.[F:1][c:2]1[cH:3][c:4]([N:9]=[C:10]=[O:11])[cH:5][cH:6][c:7]1[F:8]>>[F:1][c:2]1[cH:3][c:4]([NH:9][C:10](=[O:11])[O:23][C:19]([CH3:20])([CH3:21])[CH3:22])[cH:5][cH:6][c:7]1[F:8]. The reactants are [H-].[Na+] (Sodium hydride), O=C(CP(OC)(OC)=O)CC1=CC=CC=C1 (dimethyl 2-oxo-3-phenylpropylphosphonate), COC(CCCC#CCN1C(CCCC1=O)C=O)=O (7-(2-formyl-6-oxo-piperidin-1-yl)-hept-5-ynoic acid methyl ester). The solvent is C1CCOC1 (THF), C1CCOC1 (THF). Reaction conditions: time 10 minute. The product is COC(CCCC#CCN1C(CCCC1\C=C\C(CC1=CC=CC=C1)=O)=O)=O (7-[2-oxo-6-((E)-3-oxo-4-phenyl-but-1-enyl)-piperidin-1-yl]-hept-5-ynoic acid methyl ester). Yield: 20.9%. As a reaction SMILES: [H-].[Na+].[O:3]=[C:4]([CH2:12][C:13]1[CH:18]=[CH:17][CH:16]=[CH:15][CH:14]=1)[CH2:5]P(=O)(OC)OC.[CH3:19][O:20][C:21](=[O:37])[CH2:22][CH2:23][CH2:24][C:25]#[C:26][CH2:27][N:28]1[C:33](=[O:34])[CH2:32][CH2:31][CH2:30][CH:29]1[CH:35]=O>C1COCC1>[CH3:19][O:20][C:21](=[O:37])[CH2:22][CH2:23][CH2:24][C:25]#[C:26][CH2:27][N:28]1[CH:29](/[CH:35]=[CH:5]/[C:4](=[O:3])[CH2:12][C:13]2[CH:14]=[CH:15][CH:16]=[CH:17][CH:18]=2)[CH2:30][CH2:31][CH2:32][C:33]1=[O:34] |f:0.1|. Procedure: Sodium hydride (60% dispersion in oil, 23 mg, 0.58 mmol) was added to a solution of dimethyl 2-oxo-3-phenylpropylphosphonate (171 mg, 0.64 mmol) in THF (2.0 mL) at 0° C. After 10 min at 0° C., the solution was allowed to warm to rt. After 50 min at rt, the solution was recooled to 0° C. and 7-(2-formyl-6-oxo-piperidin-1-yl)-hept-5-ynoic acid methyl ester (crude, prepared in accordance with example 1, step 4, ˜0.64 mmol) in THF (2.0 mL) was added via cannula. The reaction was allowed to warm to r... Reactants: CCOC(=O)C(C)(C)Cc1cc2nc(OC)ccc2n1Cc1ccc(Cl)cc1, C1CCOC1, CCOC(C)=O, O, O=C(O)CC(O)(CC(=O)O)C(=O)O. Yields the product COc1ccc2c(cc(CC(C)(C)C(=O)O)n2Cc2ccc(Cl)cc2)n1. Reaction SMILES: [CH2:1]([CH3:2])[O:3][C:4]([C:5]([CH2:6][c:7]1[cH:8][c:9]2[n:10][c:11]([O:24][CH3:25])[cH:12][cH:13][c:14]2[n:15]1[CH2:16][c:17]1[cH:18][cH:19][c:20]([Cl:23])[cH:21][cH:22]1)([CH3:26])[CH3:27])=[O:28].[CH2:42]1[O:43][CH2:44][CH2:45][CH2:46]1.[CH3:47][CH2:48][O:49][C:50]([CH3:51])=[O:52].[OH2:53].[OH:29][C:30]([CH2:31][C:32]([C:33](=[O:34])[OH:35])([CH2:36][C:37](=[O:38])[OH:39])[OH:40])=[O:41]>>[O:3]=[C:4]([C:5]([CH2:6][c:7]1[cH:8][c:9]2[n:10][c:11]([O:24][CH3:25])[cH:12][cH:13][c:14]2[n:15]1[CH2:16][c:17]1[cH:18][cH:19][c:20]([Cl:23])[cH:21][cH:22]1)([CH3:26])[CH3:27])[OH:28]. Starting materials: CN1CCN(Cc2ccc(C(=O)O)cc2)CC1, CCN=C=NCCCN(C)C, CCN(C(C)C)C(C)C, Nc1cccc(Nc2ccc3c(c2)CC(=O)N3)c1, CN(C)C=O, On1nnc2ccccc21. The product is CN1CCN(Cc2ccc(C(=O)Nc3cccc(Nc4ccc5c(c4)CC(=O)N5)c3)cc2)CC1. RXN SMILES: [CH3:19][N:20]1[CH2:21][CH2:22][N:23]([CH2:26][c:27]2[cH:28][cH:29][c:30]([C:31](=[O:32])[OH:33])[cH:34][cH:35]2)[CH2:24][CH2:25]1.[CH3:45][CH2:46][N:47]=[C:48]=[N:49][CH2:50][CH2:51][CH2:52][N:53]([CH3:54])[CH3:55].[CH:36]([N:37]([CH2:38][CH3:39])[CH:40]([CH3:41])[CH3:42])([CH3:43])[CH3:44].[NH2:1][c:2]1[cH:3][c:4]([NH:8][c:9]2[cH:10][c:11]3[c:15]([cH:16][cH:17]2)[NH:14][C:13](=[O:18])[CH2:12]3)[cH:5][cH:6][cH:7]1.[O:66]=[CH:67][N:68]([CH3:69])[CH3:70].[OH:56][n:57]1[c:58]2[c:59]([cH:60][cH:61][cH:62][cH:63]2)[n:64][n:65]1>>[NH:1]([c:2]1[cH:3][c:4]([NH:8][c:9]2[cH:10][c:11]3[c:15]([cH:16][cH:17]2)[NH:14][C:13](=[O:18])[CH2:12]3)[cH:5][cH:6][cH:7]1)[C:31]([c:30]1[cH:29][cH:28][c:27]([CH2:26][N:23]2[CH2:22][CH2:21][N:20]([CH3:19])[CH2:25][CH2:24]2)[cH:35][cH:34]1)=[O:32].